This data is from the Open Reaction Database (ORD), a public repository of structured organic reaction records. The task is: describe an organic reaction: reactants, conditions, products, and yield The reactants are ClC1=C(C(=CC=C1)F)NC1=NC2=C(N1)C=C(C(=C2)C(=O)OC)O (methyl 2-[(2-chloro-6-fluorophenyl)amino]-6-hydroxy-1H-benzimidazole-5-carboxylate), OS(=O)(=O)O (H2SO4), [N+](=O)([O-])[O-].[K+] (KNO3). Yields the product ClC1=C(C(=CC=C1)F)NC1=NC2=C(N1)C(=C(C(=C2)C(=O)OC)O)[N+](=O)[O-] (methyl 2-[(2-chloro-6-fluorophenyl)amino]-6-hydroxy-7-nitro-1H-benzimidazole-5-carboxylate). Isolated yield 78.0%. Reaction SMILES: [Cl:1][C:2]1[CH:7]=[CH:6][CH:5]=[C:4]([F:8])[C:3]=1[NH:9][C:10]1[NH:14][C:13]2[CH:15]=[C:16]([OH:23])[C:17]([C:19]([O:21][CH3:22])=[O:20])=[CH:18][C:12]=2[N:11]=1.OS(O)(=O)=O.[N+:29]([O-])([O-:31])=[O:30].[K+]>>[Cl:1][C:2]1[CH:7]=[CH:6][CH:5]=[C:4]([F:8])[C:3]=1[NH:9][C:10]1[NH:14][C:13]2[C:15]([N+:29]([O-:31])=[O:30])=[C:16]([OH:23])[C:17]([C:19]([O:21][CH3:22])=[O:20])=[CH:18][C:12]=2[N:11]=1 |f:2.3|. Reported procedure: The title compound was prepared following the procedure described for step-3 of intermediate-55 using methyl 2-[(2-chloro-6-fluorophenyl)amino]-6-hydroxy-1H-benzimidazole-5-carboxylate (0.380 g, 1.134 mmol), conc. H2SO4 (1.2 mL) and KNO3 (0.109 g, 1.077 mmol) to afford 0.320 g of the desired product. 1HNMR (DMSO-d6): δ 3.92 (s, 3H), 7.40-7.47 (m, 3H), 7.72 (s, 1H), 9.98 (m, 1H), 11.00-12.00 (s, 2H); MS [M+H]+: 381.03. The reactants are C(=C\C1=CC=CC=C1)/C1=NNC2=CC(=CC=C12)C=O ((E)-3-styryl-1H-indazole-6-carbaldehyde), N1C(CC2=CC=CC=C12)=O (oxindole), N1CCCCC1 (piperidine). Run in CO (MeOH). Run at temperature 60 celsius, time 4 hour. Yields the product C(=C\C1=CC=CC=C1)/C1=NNC2=CC(=CC=C12)\C=C/1\C(NC2=CC=CC=C12)=O ((E)-3-((E)-(3-styryl-1H-indazol-6-yl)methylene)indolin-2-one). Isolated yield 11.9%. RXN SMILES: [CH:1](/[C:9]1[C:17]2[C:12](=[CH:13][C:14]([CH:18]=O)=[CH:15][CH:16]=2)[NH:11][N:10]=1)=[CH:2]\[C:3]1[CH:8]=[CH:7][CH:6]=[CH:5][CH:4]=1.[NH:20]1[C:28]2[C:23](=[CH:24][CH:25]=[CH:26][CH:27]=2)[CH2:22][C:21]1=[O:29].N1CCCCC1>CO>[CH:1](/[C:9]1[C:17]2[C:12](=[CH:13][C:14](/[CH:18]=[C:22]3/[C:21](=[O:29])[NH:20][C:28]4[C:23]/3=[CH:24][CH:25]=[CH:26][CH:27]=4)=[CH:15][CH:16]=2)[NH:11][N:10]=1)=[CH:2]\[C:3]1[CH:4]=[CH:5][CH:6]=[CH:7][CH:8]=1. Procedure: A solution of (E)-3-styryl-1H-indazole-6-carbaldehyde (27 mg, 0.109 mmol) and oxindole (15 mg, 0.109 mmol) in MeOH (1.0 mL) was treated with piperidine (1 uL. 0.011 mmol) and the reaction stirred at 60° C. for 4 hours. The MeOH was removed and the residue purified by prep-HPLC to give 4.7 mg, 12% of a yellow powder. 1H NMR (400 MHz, CD3OD) δ 8.26 (d, J=8.38 Hz, 2H), 7.91-7.86 (m, 2H), 7.71-7.64 (m, 3H), 7.60-7.49 (m, 2H), 7.42 (t, J=7.41 Hz, 2H), 7.31 (t, J=7.49 Hz, 1H), 7.26 (t, J=7.89 Hz, 1H),... The reactants are solution, CC(C)(C)[O-].[K+] (KOtBu), C1CCOC1 (THF), N1C=C(C2=CC=CC=C12)CC(=O)N (2-(1H-indol-3-yl)-acetamide), C(C)OC(C(=O)C=1C=CC=C2C=CN(C12)C)=O ((1-methyl-1H-indol-7-yl)-oxo-acetic acid ethyl ester), Cl (HCl). Solvent: CCOC(=O)C (EtOAc), CN(C)C=O (DMF). Conditions: temperature 60 celsius, time 7 hour. The product is N1C=C(C2=CC=CC=C12)C=1C(NC(C1C=1C=CC=C2C=CN(C12)C)=O)=O (3-(1H-Indol-3-yl)-4-(1-methyl-1H-indol-7-yl)-pyrrole-2,5-dione). RXN SMILES: CC([O-])(C)C.[K+].C1COCC1.[NH:12]1[C:20]2[C:15](=[CH:16][CH:17]=[CH:18][CH:19]=2)[C:14]([CH2:21][C:22]([NH2:24])=[O:23])=[CH:13]1.C([O:27][C:28](=O)[C:29]([C:31]1[CH:32]=[CH:33][CH:34]=[C:35]2[C:39]=1[N:38]([CH3:40])[CH:37]=[CH:36]2)=O)C.Cl>CN(C=O)C.CCOC(C)=O>[NH:12]1[C:20]2[C:15](=[CH:16][CH:17]=[CH:18][CH:19]=2)[C:14]([C:21]2[C:22](=[O:23])[NH:24][C:28](=[O:27])[C:29]=2[C:31]2[CH:32]=[CH:33][CH:34]=[C:35]3[C:39]=2[N:38]([CH3:40])[CH:37]=[CH:36]3)=[CH:13]1 |f:0.1|. Procedure details: A 1.0 M solution of KOtBu in THF (6 mL, 6 mmol) was added to a solution of 2-(1H-indol-3-yl)-acetamide (296 mg, 1.70 mmol) and (1-methyl-1H-indol-7-yl)-oxo-acetic acid ethyl ester (381 mg, 1.65 mmol) in DMF (20 mL). The deep red-orange solution was stirred 7 h at 60° C., allowed to cool overnight and 1N HCl added. The orange mixture was poured into EtOAc, and the EtOAc layer was separated and washed with 1N HCl, water (3×), saturated aq NaHCO3 (2×) and brine, dried (MgSO4), filtered and concentr... Reactants: N1=C(C=CC=C1)N(C(=O)C1=CC2=C(N(C(=N2)CNC2=C(C=C(C=C2)C#N)OC)C)C=C1)CCC(=O)OCC (1-methyl-2-[N-(4-cyano-2-methoxy-phenyl)-aminomethyl]-benzimidazol-5-yl-carboxylic acid-N-(2-pyridyl)-N-(2-ethoxycarbonylethyl)-amide), Cl (hydrochloric acid), C(C)O (ethanol), C([O-])([O-])=O.[NH4+].[NH4+] (ammonium carbonate), C28H31N7O4. Solvent: ClCCl.C(C)O (dichloromethane ethanol). The product is Cl.N1=C(C=CC=C1)N(C(=O)C1=CC2=C(N(C(=N2)CNC2=C(C=C(C=C2)C(N)=N)OC)C)C=C1)CCC(=O)OCC (1-Methyl-2-[N-(4-amidino-2-methoxy-phenyl)-aminomethyl]-benzimidazol-5-yl-carboxylic acid-N-(2-pyridyl)-N-(2-ethoxycarbonylethyl)-amide-hydrochloride). Isolated yield 67.0%. RXN SMILES: [N:1]1[CH:6]=[CH:5][CH:4]=[CH:3][C:2]=1[N:7]([CH2:32][CH2:33][C:34]([O:36][CH2:37][CH3:38])=[O:35])[C:8]([C:10]1[CH:31]=[CH:30][C:13]2[N:14]([CH3:29])[C:15]([CH2:17][NH:18][C:19]3[CH:24]=[CH:23][C:22]([C:25]#[N:26])=[CH:21][C:20]=3[O:27][CH3:28])=[N:16][C:12]=2[CH:11]=1)=[O:9].[ClH:39].C(O)C.C(=O)([O-])[O-].[NH4+:47].[NH4+]>ClCCl.C(O)C>[ClH:39].[N:1]1[CH:6]=[CH:5][CH:4]=[CH:3][C:2]=1[N:7]([CH2:32][CH2:33][C:34]([O:36][CH2:37][CH3:38])=[O:35])[C:8]([C:10]1[CH:31]=[CH:30][C:13]2[N:14]([CH3:29])[C:15]([CH2:17][NH:18][C:19]3[CH:24]=[CH:23][C:22]([C:25](=[NH:47])[NH2:26])=[CH:21][C:20]=3[O:27][CH3:28])=[N:16][C:12]=2[CH:11]=1)=[O:9] |f:3.4.5,6.7,8.9|. Procedure: Prepared analogously to Example 25d from 1-methyl-2-[N-(4-cyano-2-methoxy-phenyl)-aminomethyl]-benzimidazol-5-yl-carboxylic acid-N-(2-pyridyl)-N-(2-ethoxycarbonylethyl)-amide and ethanolic hydrochloric acid, ethanol and ammonium carbonate. Yield: 67% of theory, C28H31N7O4 (529.6) Rf value: 0.16 (silica gel; dichloromethane/ethanol=4:1) EKA mass spectrum: (M+H)+ =530 Starting materials: CNC(CC#N)=O (N-methyl cyanoacetamide), CC(CC(C)=O)=O (2,4-pentanedione), N1CCCCC1 (piperidine). The solvent is C(C)O (ethanol). Reaction conditions: time 3 hour. The product is CN1C(C(=C(C=C1C)C)C#N)=O (1-methyl-3-cyano-4,6-dimethylpyrid-2-one). Yield: 77.4%. As a reaction SMILES: [CH3:1][NH:2][C:3](=[O:7])[CH2:4][C:5]#[N:6].[CH3:8][C:9](=O)[CH2:10][C:11](=O)[CH3:12].N1CCCCC1>C(O)C>[CH3:1][N:2]1[C:9]([CH3:8])=[CH:10][C:11]([CH3:12])=[C:4]([C:5]#[N:6])[C:3]1=[O:7]. Procedure details: N-methyl cyanoacetamide (113 g., 1.15 mole), 2,4-pentanedione (115 g., 1.15 mole), piperidine (11.5 ml.) and anhydrous ethanol (250 ml.) are refluxed with stirring for 3 hours. The mixture is allowed to stand overnight at room temperature and the white crystalline precipitate is collected by filtration to give 1-methyl-3-cyano-4,6-dimethylpyrid-2-one, 144 g. (77.4% yield), mp. 202°-205° C. Reactants: COC(C1=C(C=C(C=C1)C1=NOC(C1)(C(F)(F)F)C1=CC(=CC(=C1)Cl)Cl)C1=CC=CC=C1)=O (4-[5-(3,5-dichlorophenyl)-5-trifluoromethyl-4,5-dihydroisoxazol-3-yl]-2-phenyl benzoic acid methyl ester), [OH-].[Na+] (sodium hydroxide). Run in C(C)O (ethanol), O (water), C(C)O (ethanol). Conditions: temperature 60 celsius, time 3 hour. Product: ClC=1C=C(C=C(C1)Cl)C1(CC(=NO1)C1=CC(=C(C(=O)O)C=C1)C1=CC=CC=C1)C(F)(F)F (4-[5-(3,5-dichlorophenyl)-5-trifluoromethyl-4,5-dihydroisoxazol-3-yl]-2-phenyl benzoic acid). Yield: 92.4%. RXN SMILES: C[O:2][C:3](=[O:33])[C:4]1[CH:9]=[CH:8][C:7]([C:10]2[CH2:14][C:13]([C:19]3[CH:24]=[C:23]([Cl:25])[CH:22]=[C:21]([Cl:26])[CH:20]=3)([C:15]([F:18])([F:17])[F:16])[O:12][N:11]=2)=[CH:6][C:5]=1[C:27]1[CH:32]=[CH:31][CH:30]=[CH:29][CH:28]=1.[OH-].[Na+]>C(O)C.O>[Cl:26][C:21]1[CH:20]=[C:19]([C:13]2([C:15]([F:17])([F:16])[F:18])[O:12][N:11]=[C:10]([C:7]3[CH:8]=[CH:9][C:4]([C:3]([OH:33])=[O:2])=[C:5]([C:27]4[CH:32]=[CH:31][CH:30]=[CH:29][CH:28]=4)[CH:6]=3)[CH2:14]2)[CH:24]=[C:23]([Cl:25])[CH:22]=1 |f:1.2|. Procedure details: In a solution of 0.78 g of 4-[5-(3,5-dichlorophenyl)-5-trifluoromethyl-4,5-dihydroisoxazol-3-yl]-2-phenyl benzoic acid methyl ester in 15 ml of ethanol, a solution of 0.30 g of sodium hydroxide in 15 ml of water was added, and stirred at 60° C. for 3 hours. After the completion of the reaction, ethanol was distilled off under reduced pressure, adjusted to pH 1 to 2 with 12N hydrochloric acid, and then extracted with ethyl acetate (50 ml×1). The organic phase was washed with water, dehydrated wit...